This data is from the Open Reaction Database (ORD), a public repository of structured organic reaction records. The task is: describe an organic reaction: reactants, conditions, products, and yield The reactants are COC(C[C@@H]1COC2=C1C=CC(=C2)O[C@@H]2CCC1=C(C=CC(=C21)F)O)=O ({(S)-6-[(R)-7-fluoro-4-hydroxy-indan-1-yloxy]-2,3-dihydro-benzofuran-3-yl}-acetic acid methyl ester), ClC1=NC(=NC=C1)C (4-chloro-2-methyl-pyrimidine), Intermediate 12. Product: COC(C[C@@H]1COC2=C1C=CC(=C2)O[C@@H]2CCC1=C(C=CC(=C21)F)OC2=NC(=NC=C2)C)=O ({(S)-6-[(R)-7-Fluoro-4-(2-methyl-pyrimid-4-yloxy)-indan-1-yloxy]-2,3-dihydro-benzofuran-3-yl}-acetic acid methyl ester). As a reaction SMILES: [CH3:1][O:2][C:3](=[O:26])[CH2:4][C@H:5]1[C:9]2[CH:10]=[CH:11][C:12]([O:14][C@H:15]3[C:23]4[C:18](=[C:19]([OH:25])[CH:20]=[CH:21][C:22]=4[F:24])[CH2:17][CH2:16]3)=[CH:13][C:8]=2[O:7][CH2:6]1.Cl[C:28]1[CH:33]=[CH:32][N:31]=[C:30]([CH3:34])[N:29]=1>>[CH3:1][O:2][C:3](=[O:26])[CH2:4][C@H:5]1[C:9]2[CH:10]=[CH:11][C:12]([O:14][C@H:15]3[C:23]4[C:18](=[C:19]([O:25][C:28]5[CH:33]=[CH:32][N:31]=[C:30]([CH3:34])[N:29]=5)[CH:20]=[CH:21][C:22]=4[F:24])[CH2:17][CH2:16]3)=[CH:13][C:8]=2[O:7][CH2:6]1. Procedure: The title compound is prepared from {(S)-6-[(R)-7-fluoro-4-hydroxy-indan-1-yloxy]-2,3-dihydro-benzofuran-3-yl}-acetic acid methyl ester and 4-chloro-2-methyl-pyrimidine following a procedure analogous to that described for Intermediate 12. LC (method 2): tR=1.00 min; Mass spectrum (ESI+): m/z=451 [M+H]+. Reactants: C(C)OC(C(CC1=CC(=C(C=C1)OCC1=CC=CC=C1)C)OC)=O (3-(4-Benzyloxy-3-methyl-phenyl)-2-methoxy-propionic acid ethyl ester), C—Pd. Solvent: C(C)(=O)OCC (ethyl acetate). Reaction conditions: time 2 hour. The product is C(C)OC(C(CC1=CC(=C(C=C1)O)C)OC)=O (3-(4-Hydroxy-3-methyl-phenyl)-2-methoxy-propionic acid ethyl ester). Reaction SMILES: [CH2:1]([O:3][C:4](=[O:24])[CH:5]([O:22][CH3:23])[CH2:6][C:7]1[CH:12]=[CH:11][C:10]([O:13]CC2C=CC=CC=2)=[C:9]([CH3:21])[CH:8]=1)[CH3:2]>C(OCC)(=O)C>[CH2:1]([O:3][C:4](=[O:24])[CH:5]([O:22][CH3:23])[CH2:6][C:7]1[CH:12]=[CH:11][C:10]([OH:13])=[C:9]([CH3:21])[CH:8]=1)[CH3:2]. Reported procedure: A solution of 3-(4-Benzyloxy-3-methyl-phenyl)-2-methoxy-propionic acid ethyl ester in ethyl acetate was treated with a catalytic amount of C—Pd (0.1 eq) and then H2 was bubbled through the mixture and stirred 2 hours. The mixture reaction was filtered through a pad of celite and concentrated in vacuo to give the title compound.